Dataset: the Open Reaction Database (ORD), a public repository of structured organic reaction records. Task: describe an organic reaction: reactants, conditions, products, and yield The reactants are C1CCOC1, C[Si](C)(C)[N-][Si](C)(C)C, Cl, [Na+], CN(C)C=O, COC(=O)C(C)N=C(c1ccccc1)c1ccccc1, ClCc1ccncc1. Product: COC(=O)C(C)(Cc1ccncc1)N=C(c1ccccc1)c1ccccc1. Reaction SMILES: [CH2:31]1[O:32][CH2:33][CH2:34][CH2:35]1.[CH3:21][Si:22]([N-:23][Si:24]([CH3:25])([CH3:26])[CH3:27])([CH3:28])[CH3:29].[ClH:36].[Na+:30].[O:45]=[CH:46][N:47]([CH3:48])[CH3:49].[c:1]1([C:7](=[N:8][CH:9]([CH3:10])[C:11](=[O:12])[O:13][CH3:14])[c:15]2[cH:16][cH:17][cH:18][cH:19][cH:20]2)[cH:2][cH:3][cH:4][cH:5][cH:6]1.[cH:37]1[cH:38][c:39]([CH2:43][Cl:44])[cH:40][cH:41][n:42]1>>[c:1]1([C:7](=[N:8][C:9]([CH3:10])([C:11](=[O:12])[O:13][CH3:14])[CH2:43][c:39]2[cH:38][cH:37][n:42][cH:41][cH:40]2)[c:15]2[cH:16][cH:17][cH:18][cH:19][cH:20]2)[cH:2][cH:3][cH:4][cH:5][cH:6]1. The reactants are O (H2O), C(C)(C)(C)C1=CC=C(CN2C(N(CC2)CC2=CC=C(C=C2)N2C(C3=CC=CC=C3C2=O)=O)=O)C=C1 (2-{4-[3-(4-tert-butylbenzyl)-2-oxoimidazolidin-1-ylmethyl]phenyl}-isoindol-1,3-dione), solution. The solvent is CO (MeOH), CO (MeOH). Yields the product NC1=CC=C(CN2C(N(CC2)CC2=CC=C(C=C2)C(C)(C)C)=O)C=C1 (1-(4-aminobenzyl)-3-(4-tert-butylbenzyl)-imidazolidin-2-one). RXN SMILES: [C:1]([C:5]1[CH:35]=[CH:34][C:8]([CH2:9][N:10]2[CH2:14][CH2:13][N:12]([CH2:15][C:16]3[CH:21]=[CH:20][C:19]([N:22]4C(=O)C5C(=CC=CC=5)C4=O)=[CH:18][CH:17]=3)[C:11]2=[O:33])=[CH:7][CH:6]=1)([CH3:4])([CH3:3])[CH3:2].O>CO>[NH2:22][C:19]1[CH:18]=[CH:17][C:16]([CH2:15][N:12]2[CH2:13][CH2:14][N:10]([CH2:9][C:8]3[CH:34]=[CH:35][C:5]([C:1]([CH3:2])([CH3:3])[CH3:4])=[CH:6][CH:7]=3)[C:11]2=[O:33])=[CH:21][CH:20]=1. Procedure details: To a solution of 2-{4-[3-(4-tert-butylbenzyl)-2-oxoimidazolidin-1-ylmethyl]phenyl}isoindol-1,3-dione (E) (654 mg, 1.4 mmol) in MeOH (30 mL) hydrazine hydrate was added as a 0.8 M solution in MeOH (10 mL, 8 mmol) with stirring at RT. The reaction mixture was stirred for 90 min at RT and then H2O (50 mL) was added. The solvent was removed in vacuo and the residue was extracted with EtOAc (3×20 mL). The combined organic phases were dried over Na2SO4 and the solvent again removed in vacuo. There wer... The reactants are C(C)NC1=C(C=CC(=C1)OC)C1CC2=CC=C(C=C2CC1)OC (ethyl[5-methoxy-2-(6-methoxy-1,2,3,4-tetrahydronaphthalen-2-yl)phenyl]amine), Cl.N1(CCCCCC1)CCOC1=NC=C(C(=O)O)C=C1 (6-(2-azepan-1-ylethoxy)nicotinic acid hydrochloride), N1(CCCCCC1)CCOC1=CC=C(C=N1)CN(C1=C(C=CC(=C1)OC)C1CC2=CC=C(C=C2CC1)OC)CC ([6-(2-azepan-1-ylethoxy)pyridin-3-ylmethyl]ethyl[5-methoxy-2-(6-methoxy-1,2,3,4-tetrahydronaphthalen-2-yl)phenyl]amine). The product is N1(CCCCCC1)CCOC1=CC=C(C=N1)CN(C1=C(C=CC(=C1)O)C1CC=2C=CC(=CC2CC1)O)CC (6-{2-{[6-(2-Azepan-1-ylethoxy)pyridin-3-ylmethyl]ethylamino}-4-hydroxyphenyl}-5,6,7,8-tetrahydronaphthalen-2-ol). Isolated yield 84.5%. RXN SMILES: C(NC1C=C(OC)C=CC=1C1CCC2C(=CC=C(OC)C=2)C1)C.Cl.N1(CCOC2C=CC(C(O)=O)=CN=2)CCCCCC1.[N:44]1([CH2:51][CH2:52][O:53][C:54]2[N:59]=[CH:58][C:57]([CH2:60][N:61]([CH2:82][CH3:83])[C:62]3[CH:67]=[C:66]([O:68]C)[CH:65]=[CH:64][C:63]=3[CH:70]3[CH2:79][CH2:78][C:77]4[C:72](=[CH:73][CH:74]=[C:75]([O:80]C)[CH:76]=4)[CH2:71]3)=[CH:56][CH:55]=2)[CH2:50][CH2:49][CH2:48][CH2:47][CH2:46][CH2:45]1>>[N:44]1([CH2:51][CH2:52][O:53][C:54]2[N:59]=[CH:58][C:57]([CH2:60][N:61]([CH2:82][CH3:83])[C:62]3[CH:67]=[C:66]([OH:68])[CH:65]=[CH:64][C:63]=3[CH:70]3[CH2:79][CH2:78][C:77]4[CH:76]=[C:75]([OH:80])[CH:74]=[CH:73][C:72]=4[CH2:71]3)=[CH:56][CH:55]=2)[CH2:50][CH2:49][CH2:48][CH2:47][CH2:46][CH2:45]1 |f:1.2|. Procedure details: Synthesized from ethyl[5-methoxy-2-(6-methoxy-1,2,3,4-tetrahydronaphthalen-2-yl)phenyl]amine and 6-(2-azepan-1-ylethoxy)nicotinic acid hydrochloride according to an analogous synthetic method to Example 152, [6-(2-azepan-1-ylethoxy)pyridin-3-ylmethyl]ethyl[5-methoxy-2-(6-methoxy-1,2,3,4-tetrahydronaphthalen-2-yl)phenyl]amine (287 mg) was used according to an analogous synthetic method to Example 111 to provide the title compound (230 mg).